From a dataset of the Open Reaction Database (ORD), a public repository of structured organic reaction records. describe an organic reaction: reactants, conditions, products, and yield Starting materials: Oc1ccc(Br)c(O)c1, O=C([O-])[O-], CC(=O)O, CI, CC(C)=O, [K+], [K+], [K+], [OH-], Cc1ccc(S(=O)(=O)Cl)cc1. Yields the product COc1cc(O)ccc1Br. RXN SMILES: [Br:1][c:2]1[c:3]([OH:9])[cH:4][c:5]([OH:6])[cH:7][cH:8]1.[C:10](=[O:11])([O-:12])[O-:13].[C:35]([OH:36])(=[O:37])[CH3:38].[CH3:27][I:28].[CH3:31][C:32](=[O:33])[CH3:34].[K+:14].[K+:15].[K+:30].[OH-:29].[c:16]1([CH3:17])[cH:18][cH:19][c:20]([S:21]([Cl:22])(=[O:23])=[O:24])[cH:25][cH:26]1>>[Br:1][c:2]1[c:3]([O:9][CH3:10])[cH:4][c:5]([OH:6])[cH:7][cH:8]1. The reactants are Ru[(S,S)-Tsdpen], C1(C=CCC1)=O (2-cyclopentenone), CC(C(=O)OC)C(=O)OC (dimethyl methylmalonate). Solvent: CC(C)(C)O (2-methyl-2-propanol). Conditions: temperature 40 celsius, time 24 hour. Yields the product COC(=O)C(C)(C(=O)OC)C1CC(CC1)=O (3-[1,1-bis(methoxycarbonyl)ethyl]cyclopentanone). Isolated yield 23.7%. As a reaction SMILES: [C:1]1(=[O:6])[CH2:5][CH2:4][CH:3]=[CH:2]1.[CH3:7][CH:8]([C:13]([O:15][CH3:16])=[O:14])[C:9]([O:11][CH3:12])=[O:10]>CC(O)(C)C>[CH3:12][O:11][C:9]([C:8]([CH:3]1[CH2:4][CH2:5][C:1](=[O:6])[CH2:2]1)([C:13]([O:15][CH3:16])=[O:14])[CH3:7])=[O:10]. Procedure: Under an atmosphere of argon, 12.6 mg (0.02 mmol, S/C=50) of Ru[(S,S)-Tsdpen] (hexamethylbenzene), 84 μL (1.0 mmol) of 2-cyclopentenone, 133 μL (1.0 mmol) of dimethyl methylmalonate, and 1 mL of 2-methyl-2-propanol were placed in a 20 mL Schlenk tube and stirred at 40° C. for 24 hours. This solution was purified by flash column chromatography (hexane/acetone=90/10, SiO2) to give 54 mg (24% yield) of the title compound. The optical purity was measured by HPLC (CHIRALPAK AS manufactured by Daicel ... Reactants: COC1=C(C=CC(=C1)[N+](=O)[O-])C1=NC=CC=C1 (2-(2-methoxy-4-nitrophenyl)pyridine), CNNC (dimethyl hydrazine), C (charcoal). The reagents and catalysts are [Fe](Cl)(Cl)Cl (iron trichloride). The solvent is CO (methanol). Conditions: temperature 65 celsius. The product is COC=1C=C(N)C=CC1C1=NC=CC=C1 (3-methoxy-4-pyridin-2-ylaniline). RXN SMILES: [CH3:1][O:2][C:3]1[CH:8]=[C:7]([N+:9]([O-])=O)[CH:6]=[CH:5][C:4]=1[C:12]1[CH:17]=[CH:16][CH:15]=[CH:14][N:13]=1.CNNC.C>CO.[Fe](Cl)(Cl)Cl>[CH3:1][O:2][C:3]1[CH:8]=[C:7]([CH:6]=[CH:5][C:4]=1[C:12]1[CH:17]=[CH:16][CH:15]=[CH:14][N:13]=1)[NH2:9]. Procedure details: To a solution of 2-(2-methoxy-4-nitrophenyl)pyridine (5.4 g, 23.3 mmol), dimethyl hydrazine (14 mL, 233 mmol), charcoal (0.7 g), in methanol (200 mL) was added iron trichloride (0.075 g, 0.46 mmol), then heated at 65° C. overnight. The reaction mixture was quenched with H2O (50 mL), then extracted with EtOAc (3×50 mL) and the combined organic extracts washed with brine. The organic phase was dried over Na2SO4 and concentrated in vacuo. The crude purified by liquid chromatography on silica (EtOAc... The reactants are Cl.NC1=C(C=CC=C1)C1=CC(=CC=C1)SC (2-amino-3'-methylthiobiphenyl hydrochloride), CN(C#N)C (N,N-dimethylcyanamide). Run in C1=C(C=CC=C1O)C (m-cresol). Product: CN(C(=N)NC1=C(C=CC=C1)C1=CC(=CC=C1)SC)C (N,N-dimethyl-N'-(3'-methylthio-2-biphenylyl)guanidine). RXN SMILES: Cl.[NH2:2][C:3]1[CH:8]=[CH:7][CH:6]=[CH:5][C:4]=1[C:9]1[CH:14]=[CH:13][CH:12]=[C:11]([S:15][CH3:16])[CH:10]=1.[CH3:17][N:18]([CH3:21])[C:19]#[N:20]>C1C(O)=CC=CC=1C>[CH3:17][N:18]([CH3:21])[C:19]([NH:2][C:3]1[CH:8]=[CH:7][CH:6]=[CH:5][C:4]=1[C:9]1[CH:14]=[CH:13][CH:12]=[C:11]([S:15][CH3:16])[CH:10]=1)=[NH:20] |f:0.1|. Procedure: A mixture of 2-amino-3'-methylthiobiphenyl hydrochloride (3.3 g), N,N-dimethylcyanamide (1.55 ml) and m-cresol (10 ml) was heated at 90°-95° C. for 14 hours to give N,N-dimethyl-N'-(3'-methylthio-2-biphenylyl)guanidine (m.p. 94°-95° C.) which was recrystallised from hexane.